This data is from the Open Reaction Database (ORD), a public repository of structured organic reaction records. The task is: describe an organic reaction: reactants, conditions, products, and yield Starting materials: [N+](=O)([O-])C1=CC=C2C=CNC2=C1 (6-nitroindole), BrC(C)CC (2-bromobutane). Run in CC#N (CH3CN). The product is C(C)(CC)C1=CNC2=CC(=CC=C12)N (3-sec-Butyl-1H-indol-6-ylamine). As a reaction SMILES: [N+:1]([C:4]1[CH:12]=[C:11]2[C:7]([CH:8]=[CH:9][NH:10]2)=[CH:6][CH:5]=1)([O-])=O.Br[CH:14]([CH2:16][CH3:17])[CH3:15]>CC#N>[CH:14]([C:8]1[C:7]2[C:11](=[CH:12][C:4]([NH2:1])=[CH:5][CH:6]=2)[NH:10][CH:9]=1)([CH2:16][CH3:17])[CH3:15]. Procedure: 3-sec-Butyl-1H-indol-6-ylamine (B-14) was synthesized following the general scheme above starting from 6-nitroindole and 2-bromobutane. Overall yield (20%). HPLC ret. time 2.32 min, 10-99% CH3CN, 5 min run; ESI-MS 189.5 m/z (MH+). Reactants: OCc1nc2cnc3cc(Br)ccc3c2s1, ClCCl. Product: O=Cc1nc2cnc3cc(Br)ccc3c2s1. Reaction SMILES: [Br:1][c:2]1[cH:3][cH:4][c:5]2[c:6]3[c:7]([cH:8][n:9][c:10]2[cH:11]1)[n:12][c:13]([CH2:15][OH:16])[s:14]3.[Cl:17][CH2:18][Cl:19]>>[Br:1][c:2]1[cH:3][cH:4][c:5]2[c:6]3[c:7]([cH:8][n:9][c:10]2[cH:11]1)[n:12][c:13]([CH:15]=[O:16])[s:14]3. The reactants are NC1=NC=C(C#N)C(=C1)Cl (6-Amino-4-chloronicotinonitrile), O1CC(CC1)O (racemic tetrahydrofuran-3-ol), intermediate 20. The product is NC1=NC=C(C#N)C(=C1)OC1COCC1 ((racemic) 6-amino-4-((tetrahydrofuran-3-yl)oxy)nicotinonitrile). Reaction SMILES: [NH2:1][C:2]1[CH:9]=[C:8](Cl)[C:5]([C:6]#[N:7])=[CH:4][N:3]=1.[O:11]1[CH2:15][CH2:14][CH:13]([OH:16])[CH2:12]1>>[NH2:1][C:2]1[CH:9]=[C:8]([O:16][CH:13]2[CH2:14][CH2:15][O:11][CH2:12]2)[C:5]([C:6]#[N:7])=[CH:4][N:3]=1. Procedure: From intermediate 16 and racemic tetrahydrofuran-3-ol, reacted in an analogous manner to the preparation of intermediate 20. (UPLC-MS 3) tR 0.48 min, ESI-MS 206.1 [M+H]+. Reactants: CC12S[C@H]3N(C1(C(=O)OCC(Cl)(Cl)Cl)C2)C(C3NC(=O)NC3=CC=CC=C3)=O (2,2,2-trichloroethyl 2-methyl-2,3-methylene-6-(3-phenylureido)penam-3-carboxylate), C(C)(=O)O (acetic acid). Reagents/catalysts: [Zn] (zinc). Solvent: CN(C=O)C (dimethylformamide). Run at time 1 hour. The product is CC12S[C@H]3N(C1(C(=O)O)C2)C(C3NC(=O)NC3=CC=CC=C3)=O (2-methyl-2,3-methylene-6-(3-phenylureido)penam-3-carboxylic acid). The yield is 89.6%. As a reaction SMILES: [CH3:1][C:2]12[CH2:15][C:6]1([C:7]([O:9]CC(Cl)(Cl)Cl)=[O:8])[N:5]1[C:16](=[O:28])[CH:17]([NH:18][C:19]([NH:21][C:22]3[CH:27]=[CH:26][CH:25]=[CH:24][CH:23]=3)=[O:20])[C@H:4]1[S:3]2.C(O)(=O)C>CN(C)C=O.[Zn]>[CH3:1][C:2]12[CH2:15][C:6]1([C:7]([OH:9])=[O:8])[N:5]1[C:16](=[O:28])[CH:17]([NH:18][C:19]([NH:21][C:22]3[CH:27]=[CH:26][CH:25]=[CH:24][CH:23]=3)=[O:20])[C@H:4]1[S:3]2. Procedure: To a solution of 2,2,2-trichloroethyl 2-methyl-2,3-methylene-6-(3-phenylureido)penam-3-carboxylate (1.12 g.) in dimethylformamide (7.5 ml.) were added acetic acid (2.3 ml.) and then zinc powder (1.8 g.) under ice-cooling, and the mixture was stirred for 1 hour. After the reaction, the reaction mixture was post-treated in the similar manner as described in Example 1 and residue obtained by distilling off ethyl acetate was crystallized by adding a small amount of acetonitrile to give colorless cry... The reactants are C1(CCCC1)CN1N=C(C=C(C1=O)COS(=O)(=O)C)C1=CC(=C(C=C1)OC)F (2-cyclopentylmethyl-6-(3-fluoro-4-methoxyphenyl)-4-methanesulfonyloxymethyl-2H-pyridazin-3-one), N1(CCNCC1)C(=O)OC(C)(C)C (tert-butyl 1-piperazinecarboxylate). The product is C(C)(C)(C)OC(=O)N1CCN(CC1)CC=1C(N(N=C(C1)C1=CC(=C(C=C1)OC)F)CC1CCCC1)=O (4-(4-tert-butoxycarbonyl-1-piperazinyl)methyl-2-cyclopentylmethyl-6-(3-fluoro-4-methoxyphenyl)-2H-pyridazin-3-one). Isolated yield 78.8%. RXN SMILES: [CH:1]1([CH2:6][N:7]2[C:12](=[O:13])[C:11]([CH2:14]OS(C)(=O)=O)=[CH:10][C:9]([C:20]3[CH:25]=[CH:24][C:23]([O:26][CH3:27])=[C:22]([F:28])[CH:21]=3)=[N:8]2)[CH2:5][CH2:4][CH2:3][CH2:2]1.[N:29]1([C:35]([O:37][C:38]([CH3:41])([CH3:40])[CH3:39])=[O:36])[CH2:34][CH2:33][NH:32][CH2:31][CH2:30]1>>[C:38]([O:37][C:35]([N:29]1[CH2:34][CH2:33][N:32]([CH2:14][C:11]2[C:12](=[O:13])[N:7]([CH2:6][CH:1]3[CH2:5][CH2:4][CH2:3][CH2:2]3)[N:8]=[C:9]([C:20]3[CH:25]=[CH:24][C:23]([O:26][CH3:27])=[C:22]([F:28])[CH:21]=3)[CH:10]=2)[CH2:31][CH2:30]1)=[O:36])([CH3:41])([CH3:40])[CH3:39]. Procedure details: Following the procedure of Example 1(10), 2-cyclopentylmethyl-6-(3-fluoro-4-methoxyphenyl)-4-methanesulfonyloxymethyl-2H-pyridazin-3-one and tert-butyl 1-piperazinecarboxylate were reacted to yield the title compound as a yellow oil (yield: 78.8%). Starting materials: C(C)(C)C=1N=C(NC1)CC(=O)C1=CC=CC=C1 (2-(4-isopropyl-1H-imidazol-2-yl)-1-phenylethanone), C(C#C)(=O)O (propiolic acid), N1(C=NC=C1)C(=O)N1C=NC=C1 (1-(1H-imidazol-1-yl-carbonyl)-1H-imidazole). Yields the product C(C1=CC=CC=C1)(=O)C1=C2N(C(C=C1)=O)C=C(N2)C(C)C (8-Benzoyl-2-isopropylimidazo[1,2-a]pyridin-5(1H)-one). RXN SMILES: [CH:1]([C:4]1[N:5]=[C:6]([CH2:9][C:10]([C:12]2[CH:17]=[CH:16][CH:15]=[CH:14][CH:13]=2)=[O:11])[NH:7][CH:8]=1)([CH3:3])[CH3:2].[C:18](O)(=[O:21])[C:19]#[CH:20].N1(C(N2C=CN=C2)=O)C=CN=C1>>[C:10]([C:9]1[CH:20]=[CH:19][C:18](=[O:21])[N:7]2[CH:8]=[C:4]([CH:1]([CH3:3])[CH3:2])[NH:5][C:6]=12)(=[O:11])[C:12]1[CH:17]=[CH:16][CH:15]=[CH:14][CH:13]=1. Reported procedure: The compound is prepared as described in example 15 with 105 mg (0.46 mmol) of 2-(4-isopropyl-1H-imidazol-2-yl)-1-phenylethanone (example X, 48.3 mg (0.69 mmol) of propiolic acid and 134 mg (0.83 mmol) of 1-(1H-imidazol-1-yl-carbonyl)-1H-imidazole. Starting materials: N#Cc1cc2ccncc2c2sc3ccccc3c12, [NH4+], [OH-], O, O=S(=O)(O)O. The product is NC(=O)c1cc2ccncc2c2sc3ccccc3c12. Reaction SMILES: [C:1](#[N:2])[c:3]1[cH:4][c:5]2[cH:6][cH:7][n:8][cH:9][c:10]2[c:11]2[c:12]1[c:13]1[c:14]([s:15]2)[cH:16][cH:17][cH:18][cH:19]1.[NH4+:25].[OH-:26].[OH2:27].[S:20]([OH:21])(=[O:22])(=[O:23])[OH:24]>>[C:1]([NH2:2])([c:3]1[cH:4][c:5]2[cH:6][cH:7][n:8][cH:9][c:10]2[c:11]2[c:12]1[c:13]1[c:14]([s:15]2)[cH:16][cH:17][cH:18][cH:19]1)=[O:21]. Reactants: Cl (hydrochloric acid), BrC=1C=CC(=C(C(=O)OCC)C1C)O (Ethyl 5-bromo-6-methyl-2-hydroxybenzoate), C(C)O (ethanol), [OH-].[Na+] (sodium hydroxide). Run in O (water). Reaction conditions: time 16 hour. Product: OC1=C(C(=O)O)C(=C(C=C1)Br)C (2-Hydroxy-5-bromo-6-methylbenzoic acid). RXN SMILES: [Br:1][C:2]1[CH:3]=[CH:4][C:5]([OH:14])=[C:6]([C:12]=1[CH3:13])[C:7]([O:9]CC)=[O:8].C(O)C.[OH-].[Na+].Cl>O>[OH:14][C:5]1[CH:4]=[CH:3][C:2]([Br:1])=[C:12]([CH3:13])[C:6]=1[C:7]([OH:9])=[O:8] |f:2.3|. Procedure: A mixture of 1A (20.2 g, 0.078 mol), ethanol (150 ml) and an aqueous sodium hydroxide (12 g, 0.3 mol in 100 ml water) is heated under reflux with stirring for 16 hours. The reaction mixture is cooled to room temperature, diluted with water (600 ml) and acidified with concentrated hydrochloric acid. The precipitate is collected and washed with water yielding 18.45 g (100%) white crystals with a melting point of 163-165° C. Reactants: N[C@H](C(=O)NCCCC[C@@H](CO)N(CC(C)C)S(=O)(=O)C1=CC(=C(C=C1)F)N)CC1=CC2=CC=CC=C2C=C1 ((2S,5S)-2-Amino-N-{5-[(3-amino-4-fluoro-benzenesulfonyl)-isobutyl-amino]-6-hydroxy-hexyl}-3-naphthalen-2-yl-propionamide), CN(C(=O)Cl)C (dimethylcarbamyl chloride). Yields the product NC=1C=C(C=CC1F)S(=O)(=O)N([C@@H](CCCCNC([C@H](CC1=CC2=CC=CC=C2C=C1)NC(=O)N(C)C)=O)CO)CC(C)C ((2S,5S)-N-{5-[(3-Amino-4-fluoro-benzenesulfonyl)-isobutyl-amino]-6-hydroxy-hexyl}-2-(3,3-dimethyl-ureido)-3-naphthalen-2-yl-propionamide). Reaction SMILES: [NH2:1][C@@H:2]([CH2:29][C:30]1[CH:39]=[CH:38][C:37]2[C:32](=[CH:33][CH:34]=[CH:35][CH:36]=2)[CH:31]=1)[C:3]([NH:5][CH2:6][CH2:7][CH2:8][CH2:9][C@H:10]([N:13]([S:18]([C:21]1[CH:26]=[CH:25][C:24]([F:27])=[C:23]([NH2:28])[CH:22]=1)(=[O:20])=[O:19])[CH2:14][CH:15]([CH3:17])[CH3:16])[CH2:11][OH:12])=[O:4].[CH3:40][N:41]([CH3:45])[C:42](Cl)=[O:43]>>[NH2:28][C:23]1[CH:22]=[C:21]([S:18]([N:13]([CH2:14][CH:15]([CH3:16])[CH3:17])[C@H:10]([CH2:11][OH:12])[CH2:9][CH2:8][CH2:7][CH2:6][NH:5][C:3](=[O:4])[C@@H:2]([NH:1][C:42]([N:41]([CH3:45])[CH3:40])=[O:43])[CH2:29][C:30]2[CH:39]=[CH:38][C:37]3[C:32](=[CH:33][CH:34]=[CH:35][CH:36]=3)[CH:31]=2)(=[O:19])=[O:20])[CH:26]=[CH:25][C:24]=1[F:27]. Procedure details: The title compound was prepared from (2S,5S)-2-amino-N-{5-[(3-amino-4-fluoro-benzenesulfonyl)-isobutyl-amino]-6-hydroxy-hexyl}-3-naphthalen-2-yl-propionamide (example 81) as described in general procedure D using dimethylcarbamyl chloride. The final product was obtained in 57% yield.